Dataset: the Open Reaction Database (ORD), a public repository of structured organic reaction records. Task: describe an organic reaction: reactants, conditions, products, and yield Reactants: BrCCCCBr, O=C([O-])[O-], CN(C)C=O, [K+], [K+], O, Sc1ccccc1. Product: BrCCCCSc1ccccc1. RXN SMILES: [Br:7][CH2:8][CH2:9][CH2:10][CH2:11][Br:12].[C:1](=[O:2])([O-:3])[O-:4].[CH3:21][N:22]([CH3:23])[CH:24]=[O:25].[K+:5].[K+:6].[OH2:20].[SH:13][c:14]1[cH:15][cH:16][cH:17][cH:18][cH:19]1>>[Br:7][CH2:8][CH2:9][CH2:10][CH2:11][S:13][c:14]1[cH:15][cH:16][cH:17][cH:18][cH:19]1. Reactants: CC(C)(C)OC(=O)N1CC=C(c2ncco2)CC1, CC(C)(C)OC(=O)N1CC=C(c2nccs2)CC1. Yields the product C1=C(c2ncco2)CCNC1. RXN SMILES: [o:1]1[c:2]([C:6]2=[CH:11][CH2:10][N:9]([C:12]([O:13][C:14]([CH3:15])([CH3:16])[CH3:17])=[O:18])[CH2:8][CH2:7]2)[n:3][cH:4][cH:5]1.[s:19]1[cH:20][cH:21][n:22][c:23]1[C:24]1=[CH:36][CH2:35][N:27]([C:28]([O:29][C:30]([CH3:31])([CH3:32])[CH3:33])=[O:34])[CH2:26][CH2:25]1>>[o:1]1[c:2]([C:6]2=[CH:11][CH2:10][NH:9][CH2:8][CH2:7]2)[n:3][cH:4][cH:5]1.